describe an organic reaction: reactants, conditions, products, and yield From a dataset of the Open Reaction Database (ORD), a public repository of structured organic reaction records. Reactants: COC(C(=COC)C(C1=CC(=C(C=C1)C)C)=O)=O (2-(3,4-dimethyl-benzoyl)-3-methoxy-acrylic acid methyl ester), FC(C1=CC=C(C=C1)N)(F)F (4-trifluoromethyl-phenylamine). The product is COC(C(=CNC1=CC=C(C=C1)C(F)(F)F)C(C1=CC(=C(C=C1)C)C)=O)=O (2-(3,4-dimethyl-benzoyl)-3-(4-trifluoromethyl-phenylamino)-acrylic acid methyl ester). The yield is 16.6%. RXN SMILES: [CH3:1][O:2][C:3](=[O:18])[C:4]([C:8](=[O:17])[C:9]1[CH:14]=[CH:13][C:12]([CH3:15])=[C:11]([CH3:16])[CH:10]=1)=[CH:5]OC.[F:19][C:20]([F:29])([F:28])[C:21]1[CH:26]=[CH:25][C:24]([NH2:27])=[CH:23][CH:22]=1>>[CH3:1][O:2][C:3](=[O:18])[C:4]([C:8](=[O:17])[C:9]1[CH:14]=[CH:13][C:12]([CH3:15])=[C:11]([CH3:16])[CH:10]=1)=[CH:5][NH:27][C:24]1[CH:25]=[CH:26][C:21]([C:20]([F:19])([F:28])[F:29])=[CH:22][CH:23]=1. Procedure details: Compound 2c was prepared following the procedure described in Step 2 of Example 1 using 598 mg (2.41 mmol) of the crude 2-(3,4-dimethyl-benzoyl)-3-methoxy-acrylic acid methyl ester 1a and 427 mg (2.65 mmol) of 4-trifluoromethyl-phenylamine. The product 2c was purified by flash chromatography (0-40% ethyl acetate in hexane) to yield 151 mg of 2-(3,4-dimethyl-benzoyl)-3-(4-trifluoromethyl-phenylamino)-acrylic acid methyl ester as a yellow crystalline solid: LC-MSD, m/z for C20H18F3NO3 [M+H]+=378.5...